This data is from the Open Reaction Database (ORD), a public repository of structured organic reaction records. The task is: describe an organic reaction: reactants, conditions, products, and yield The reactants are NC1=NC=C(N=C1OC)Br (2-amino-5-bromo-3-methoxypyrazine), C(C1=CC=CC=C1)OC(=O)NC1=C2C=CC=C(C2=CC=C1)S(=O)(=O)Cl (5-(N-benzyloxycarbonylamino)-1-naphthalenesulphonyl chloride). Solvent: CO (methanol). Product: C(C1=CC=CC=C1)OC(=O)NC1=C2C=CC=C(C2=CC=C1)S(=O)(=O)NC1=NC=C(N=C1OC)Br (5-(N-benzyloxycarbonylamino)-N-(5-bromo-3-methoxy-2-pyrazinyl)-1-naphthalenesulphonamide). Yield: 11.0%. RXN SMILES: [NH2:1][C:2]1[C:7]([O:8][CH3:9])=[N:6][C:5]([Br:10])=[CH:4][N:3]=1.[CH2:11]([O:18][C:19]([NH:21][C:22]1[CH:31]=[CH:30][CH:29]=[C:28]2[C:23]=1[CH:24]=[CH:25][CH:26]=[C:27]2[S:32](Cl)(=[O:34])=[O:33])=[O:20])[C:12]1[CH:17]=[CH:16][CH:15]=[CH:14][CH:13]=1>CO>[CH2:11]([O:18][C:19]([NH:21][C:22]1[CH:31]=[CH:30][CH:29]=[C:28]2[C:23]=1[CH:24]=[CH:25][CH:26]=[C:27]2[S:32]([NH:1][C:2]1[C:7]([O:8][CH3:9])=[N:6][C:5]([Br:10])=[CH:4][N:3]=1)(=[O:34])=[O:33])=[O:20])[C:12]1[CH:17]=[CH:16][CH:15]=[CH:14][CH:13]=1. Reported procedure: The starting material 5-(N-benzyloxycarbonylamino)-N-(5-bromo-3-methoxy-2-pyrazinyl)-1-naphthalenesulphonamide was prepared using an analogous procedure to that described in Example 36, starting from proportionate amounts of 2-amino-5-bromo-3-methoxypyrazine and 5-(N-benzyloxycarbonylamino)-1-naphthalenesulphonyl chloride (obtained as described in Synlett., 1992, 661), in a yield of 11%; m.p. 226°-228° C.; mass spectrum (+ve FAB, methanol/NBA): 543 (H+H)+. Reactants: ClCC=CCCl, NCc1ccccc1. Yields the product C1=CCN(Cc2ccccc2)C1. RXN SMILES: [Cl:1][CH2:2][CH:3]=[CH:4][CH2:5][Cl:6].[NH2:7][CH2:8][c:9]1[cH:10][cH:11][cH:12][cH:13][cH:14]1>>[CH2:2]1[CH:3]=[CH:4][CH2:5][N:7]1[CH2:8][c:9]1[cH:10][cH:11][cH:12][cH:13][cH:14]1.